Dataset: the Open Reaction Database (ORD), a public repository of structured organic reaction records. Task: describe an organic reaction: reactants, conditions, products, and yield The reactants are N[C@@](C(=O)O)(CCCC)CC ((R)-2-Amino-2-ethylhexanoic acid), solution, [H-].[Al+3].[Li+].[H-].[H-].[H-] (lithium aluminum hydride). The solvent is C1CCOC1 (THF). Reaction conditions: time 16 hour. Yields the product N[C@@](CO)(CCCC)CC ((R)-2-Amino-2-ethylhexan-1-ol). Isolated yield 82.0%. RXN SMILES: [NH2:1][C@:2]([CH2:10][CH3:11])([CH2:6][CH2:7][CH2:8][CH3:9])[C:3](O)=[O:4].[H-].[Al+3].[Li+].[H-].[H-].[H-]>C1COCC1>[NH2:1][C@:2]([CH2:10][CH3:11])([CH2:6][CH2:7][CH2:8][CH3:9])[CH2:3][OH:4] |f:1.2.3.4.5.6|. Procedure: The product (20 g) from step (e) was added to a 1M solution of lithium aluminum hydride (1.5 molar equivalents) in THF and the mixture was refluxed for 3 hours, then stirred for 16 hours at room temperature. The mixture was cooled to about 0° C., then quenched with water and 1N aqueous NaOH. The resulting solid was broken up with additional water and the suspension was heated at 50° C. for 5 minutes, then cooled to room temperature. Diethyl ether (100 ml) was added, the mixture was stirred and f... Procedure: Using a method similar to Example 405, a reaction of 6-(4-formyl-2-methoxyphenoxy)nicotinamide (Example 414, Part B) (0.050 g, 0.184 mmol) and 2-(tetrahydropyran-4-yl)ethylamine (0.0237 g, 0.184 mmol) gives the title compound (0.0545 g, 77.0%): TOF MS ES+ 386.2 (M+H)+, HRMS calcd for C21H28N3O4 386.2080 (M+H)+, found 386.2076, time 0.39 min; HPLC [YMC-Pack Pro C-18 (150×4.6 mm, S-5 microm), 0.1% TFA/acetonitrile in 0.1% TFA/water at 1.0 mL/min, 20-99% over 23 min], tR=4.3 min, 100% purity. The product is COC1=C(OC2=NC=C(C(=O)N)C=C2)C=CC(=C1)CNCCC1CCOCC1 (6-(2-Methoxy-4-{[2-(tetrahydropyran-4-yl)ethylamino]methyl}phenoxy)nicotinamide). The yield is 76.8%. Reactants: C(=O)C1=CC(=C(OC2=NC=C(C(=O)N)C=C2)C=C1)OC (6-(4-formyl-2-methoxyphenoxy)nicotinamide), O1CCC(CC1)CCN (2-(tetrahydropyran-4-yl)ethylamine). RXN SMILES: [CH:1]([C:3]1[CH:18]=[CH:17][C:6]([O:7][C:8]2[CH:16]=[CH:15][C:11]([C:12]([NH2:14])=[O:13])=[CH:10][N:9]=2)=[C:5]([O:19][CH3:20])[CH:4]=1)=O.[O:21]1[CH2:26][CH2:25][CH:24]([CH2:27][CH2:28][NH2:29])[CH2:23][CH2:22]1>>[CH3:20][O:19][C:5]1[CH:4]=[C:3]([CH2:1][NH:29][CH2:28][CH2:27][CH:24]2[CH2:25][CH2:26][O:21][CH2:22][CH2:23]2)[CH:18]=[CH:17][C:6]=1[O:7][C:8]1[CH:16]=[CH:15][C:11]([C:12]([NH2:14])=[O:13])=[CH:10][N:9]=1.